describe an organic reaction: reactants, conditions, products, and yield From a dataset of the Open Reaction Database (ORD), a public repository of structured organic reaction records. The reactants are ClC=1C=C(C(=O)N)C=CC1 (3-chlorobenzamide), CC1=C(C(=CC=C1)C)B(O)O (2,6-dimethylphenylboronic acid), C(=O)([O-])[O-].[K+].[K+] (K2CO3). Reagents/catalysts: CC(=O)[O-].CC(=O)[O-].[Pd+2] (Pd(OAc)2), C1(CCCCC1)P(C1=C(C=CC=C1)C1=C(C(=CC=C1OC)S(=O)(=O)[O-])OC)C1CCCCC1.[Na+] (sodium 2-dicyclohexylphosphino-2′,6′-dimethoxybiphenyl-3′-sulfonate). The solvent is O (water). Product: CC1=C(C(=CC=C1)C)C1=CC(=CC=C1)C(=O)N (2′,6′-dimethyl-biphenyl-3-carboxylic acid amide). The yield is 91.9%. RXN SMILES: Cl[C:2]1[CH:3]=[C:4]([CH:8]=[CH:9][CH:10]=1)[C:5]([NH2:7])=[O:6].[CH3:11][C:12]1[CH:17]=[CH:16][CH:15]=[C:14]([CH3:18])[C:13]=1B(O)O.C([O-])([O-])=O.[K+].[K+]>CC([O-])=O.CC([O-])=O.[Pd+2].C1(P(C2CCCCC2)C2C=CC=CC=2C2C(OC)=CC=C(S([O-])(=O)=O)C=2OC)CCCCC1.[Na+].O>[CH3:11][C:12]1[CH:17]=[CH:16][CH:15]=[C:14]([CH3:18])[C:13]=1[C:2]1[CH:10]=[CH:9][CH:8]=[C:4]([C:5]([NH2:7])=[O:6])[CH:3]=1 |f:2.3.4,5.6.7,8.9|. Procedure details: Using microwave irradiation. The general procedure described in Example 3 was used with 3-chlorobenzamide (156 mg, 1.00 mmol), 2,6-dimethylphenylboronic acid (180 mg, 1.20 mmol), Pd(OAc)2 (4.5 mg, 0.020 mmol, 2 mol %), sodium 2-dicyclohexylphosphino-2′,6′-dimethoxybiphenyl-3′-sulfonate (20.0 mg, 0.0391 mmol, 4 mol %), K2CO3 (345 mg, 2.50 mmol), water (3.0 mL), 10 min, 150° C. (microwave irradiation with cooling). The product was isolated as a white solid (207 mg, 92%). Mp=123-125° C. 1H NMR (400... Reaction SMILES: [Br:1][C:2]1[CH:11]=[CH:10][C:5]([C:6]([O:8][CH3:9])=[O:7])=[C:4]([NH:12][C:13]([O:15][CH:16]([CH3:18])[CH3:17])=[O:14])[CH:3]=1.I[CH2:20][CH2:21][CH2:22][C:23]([O:25][CH3:26])=[O:24].C(=O)([O-])[O-].[Cs+].[Cs+].[Cl-].[NH4+]>CN(C)C=O>[Br:1][C:2]1[CH:11]=[CH:10][C:5]([C:6]([O:8][CH3:9])=[O:7])=[C:4]([N:12]([C:13]([O:15][CH:16]([CH3:18])[CH3:17])=[O:14])[CH2:20][CH2:21][CH2:22][C:23]([O:25][CH3:26])=[O:24])[CH:3]=1 |f:2.3.4,5.6|. Reactants: [Cl-].[NH4+] (ammonium chloride), BrC1=CC(=C(C(=O)OC)C=C1)NC(=O)OC(C)C (methyl 4-bromo-2-isopropoxycarbonylaminobenzoate), ICCCC(=O)OC (methyl 4-iodobutyrate), C([O-])([O-])=O.[Cs+].[Cs+] (cesium carbonate). The yield is 62.9%. The product is BrC1=CC(=C(C(=O)OC)C=C1)N(CCCC(=O)OC)C(=O)OC(C)C (Methyl 4-bromo-2-[isopropoxycarbonyl-(3-methoxycarbonylpropyl)amino]benzoate). The solvent is CN(C=O)C (N,N-dimethylformamide). Procedure details: Heat a suspension of methyl 4-bromo-2-isopropoxycarbonylaminobenzoate (19.2 g, 60.7 mmol), methyl 4-iodobutyrate (16.4 mL, 121 mmol) and cesium carbonate (39.6 g, 121 mmol) in N,N-dimethylformamide (240 mL) under nitrogen at 80° C. for 24 h. Cool the mixture to room temperature and pour into a saturated ammonium chloride solution (500 mL) and extract with ethyl acetate (3×200 mL). Combine the organic extracts and wash with water (2×400 mL), brine (100 mL), then dry the solution over sodium sulfa... Yields the product BrC=1SC(=CC1)C1=C(C=C(C=C1)[N+](=O)[O-])OC (2-bromo-5-(2-methoxy-4-nitrophenyl)thiophene). Procedure: To a stirred 0° C. mixture of 8.0 g (0.034 mole) of 2-(2-methoxy-4-nitrophenyl)thiophene (Example 4, Step A) in 180 ml of diethyl ether was added a mixture of 10.8 g (0.07 mole) of bromine in 15.0 ml of 1,4-dioxane and 20 ml of diethyl ether. The mixture was allowed to warm to room temperature and stir for approximately 18 hours. The reaction mixture was poured into a mixture of sodium sulfite and ice water. The resultant mixture was extracted with diethyl ether, and the extract dried over anhyd... Solvent: O1CCOCC1 (1,4-dioxane), C(C)OCC (diethyl ether), C(C)OCC (diethyl ether). As a reaction SMILES: [CH3:1][O:2][C:3]1[CH:8]=[C:7]([N+:9]([O-:11])=[O:10])[CH:6]=[CH:5][C:4]=1[C:12]1[S:13][CH:14]=[CH:15][CH:16]=1.[Br:17]Br.S([O-])([O-])=O.[Na+].[Na+]>C(OCC)C.O1CCOCC1>[Br:17][C:14]1[S:13][C:12]([C:4]2[CH:5]=[CH:6][C:7]([N+:9]([O-:11])=[O:10])=[CH:8][C:3]=2[O:2][CH3:1])=[CH:16][CH:15]=1 |f:2.3.4|. Yield: 90.8%. Reaction conditions: time 18 hour. Reactants: BrBr (bromine), COC1=C(C=CC(=C1)[N+](=O)[O-])C=1SC=CC1 (2-(2-methoxy-4-nitrophenyl)thiophene), S(=O)([O-])[O-].[Na+].[Na+] (sodium sulfite), ice water. The reactants are C(#N)CC(CN1N=CN=C1)(O)C1=C(C=C(C=C1)Cl)Cl (1-Cyano-2-(2,4-dichlorophenyl)-3-(1H-1,2,4-triazol-1-yl)propan-2-ol), C(C)O (ethyl alcohol). Reaction conditions: time 10 minute. The product is Cl.Cl.ClC1=C(C=CC(=C1)Cl)C(CC(OCC)=N)(CN1N=CN=C1)O (3-(2,4-dichlorophenyl)-3-hydroxy-4-(1H-1,2,4-triazol-1-yl)butyrimidic acid, ethyl ester dihydrochloride). As a reaction SMILES: [C:1]([CH2:3][C:4]([C:12]1[CH:17]=[CH:16][C:15]([Cl:18])=[CH:14][C:13]=1[Cl:19])([OH:11])[CH2:5][N:6]1[CH:10]=[N:9][CH:8]=[N:7]1)#[N:2].[CH2:20]([OH:22])[CH3:21]>>[ClH:18].[ClH:18].[Cl:19][C:13]1[CH:14]=[C:15]([Cl:18])[CH:16]=[CH:17][C:12]=1[C:4]([OH:11])([CH2:5][N:6]1[CH:10]=[N:9][CH:8]=[N:7]1)[CH2:3][C:1](=[NH:2])[O:22][CH2:20][CH3:21] |f:2.3.4|. Reported procedure: 1-Cyano-2-(2,4-dichlorophenyl)-3-(1H-1,2,4-triazol-1-yl)propan-2-ol (1 g) was dissolved in dry ethyl alcohol (100 ml) and dry hydrogen chloride gas was bubbled in, at 0° C., for 10 minutes. The reaction mixture was then stirred at room temperature overnight, and then the solvent was decanted from the solid. The solid was then washed with dry ether and dried to yield the title compound, (1.15 g), m.p. 154°-156° C. Found: C,40.6; H,4.4; N,13.6. Calculated for C14H16Cl2N4O2.2HCl: C,40.4; H,4.4; N,1... Starting materials: OCCCBr, BrC(c1ccccc1)c1ccccc1, [Na+], [Na+], O=C([O-])[O-]. Product: BrCCCOC(c1ccccc1)c1ccccc1. Reaction SMILES: [Br:15][CH2:16][CH2:17][CH2:18][OH:19].[Br:1][CH:2]([c:3]1[cH:4][cH:5][cH:6][cH:7][cH:8]1)[c:9]1[cH:10][cH:11][cH:12][cH:13][cH:14]1.[Na+:20].[Na+:21].[O-:22][C:23](=[O:24])[O-:25]>>[CH:2]([c:3]1[cH:4][cH:5][cH:6][cH:7][cH:8]1)([c:9]1[cH:10][cH:11][cH:12][cH:13][cH:14]1)[O:19][CH2:18][CH2:17][CH2:16][Br:15]. Reactants: N[C@@H]1CC[C@H](CC1)N (trans-1,4-diaminocyclohexane), C(C)(C)O.C(=O)=O (isopropyl alcohol dry ice), N(=C=O)C1CCCCC1 (Isocyanatocyclohexane). Reaction conditions: time 24 hour. Solvent: C1CCOC1 (THF), C1CCOC1 (THF). Yields the product N[C@@H]1CC[C@H](CC1)NC(=O)NC1CCCCC1 (trans-1-(4-aminocyclohexyl)-3-cyclohexylurea). As a reaction SMILES: [NH2:1][C@H:2]1[CH2:7][CH2:6][C@H:5]([NH2:8])[CH2:4][CH2:3]1.C(O)(C)C.C(=O)=O.[N:16]([CH:19]1[CH2:24][CH2:23][CH2:22][CH2:21][CH2:20]1)=[C:17]=[O:18]>C1COCC1>[NH2:1][C@H:2]1[CH2:7][CH2:6][C@H:5]([NH:8][C:17]([NH:16][CH:19]2[CH2:24][CH2:23][CH2:22][CH2:21][CH2:20]2)=[O:18])[CH2:4][CH2:3]1 |f:1.2|. Procedure details: A solution of trans-1,4-diaminocyclohexane (6.15 g, 0.054 mol) in dry THF (500 mL) was cooled to −40° C. in a cooling bath (isopropyl alcohol/dry ice) under inert atmosphere. Isocyanatocyclohexane (6.75 g, 0.054 mol) in dry THF (100 mL) was added slowly under heavy stirring. The resulting mixture was stirred for another 24 h at room temperature. The precipitating white solid was filtrated, suspended in water and acidified to pH 2 (HCl). The emerging clear solution was again filtrated and the fil... Starting materials: C(C1=CC=CC=C1)OC=1C=2N(C=CC1)C(=C(N2)C)C (8-benzyloxy-2,3-dimethylimidazo-[1,2-a]pyridine), C(C1=CC=CC=C1)Br (benzyl bromide). Run in CC(=O)C (acetone). The product is [Br-].C(C1=CC=CC=C1)[N+]=1C(=C(N2C1C(=CC=C2)OCC2=CC=CC=C2)C)C (1-Benzyl-8-benzyloxy-2,3-dimethylimidazo[1,2-a]pyridinium bromide). Yield: 104.3%. RXN SMILES: [CH2:1]([O:8][C:9]1[C:10]2[N:11]([C:15]([CH3:19])=[C:16]([CH3:18])[N:17]=2)[CH:12]=[CH:13][CH:14]=1)[C:2]1[CH:7]=[CH:6][CH:5]=[CH:4][CH:3]=1.[CH2:20]([Br:27])[C:21]1[CH:26]=[CH:25][CH:24]=[CH:23][CH:22]=1>CC(C)=O>[Br-:27].[CH2:20]([N+:17]1[C:16]([CH3:18])=[C:15]([CH3:19])[N:11]2[CH:12]=[CH:13][CH:14]=[C:9]([O:8][CH2:1][C:2]3[CH:3]=[CH:4][CH:5]=[CH:6][CH:7]=3)[C:10]=12)[C:21]1[CH:26]=[CH:25][CH:24]=[CH:23][CH:22]=1 |f:3.4|. Procedure details: A solution of 2 g of 8-benzyloxy-2,3-dimethylimidazo-[1,2-a]pyridine at 50° C., dissolved in 40 ml of anhydrous acetone, is treated with 2.7 g of benzyl bromide and then heated under reflux for 16 h. The precipitate produced in this process is filtered- off and washed with cold acetone. 3.5 g of the title compound of m.p. 190°-192° C. are obtained.